From a dataset of the Open Reaction Database (ORD), a public repository of structured organic reaction records. describe an organic reaction: reactants, conditions, products, and yield The reactants are Cl.C1(=CC=CC=C1)C1=NC=CC(=C1)C (2-phenyl-4-methylpyridine hydrochloride), COC1=C(C=O)C=C(C=C1)OC (2,5-dimethoxybenzaldehyde), CC(C)(C)[O-].[K+] (t-BuOK). Solvent: CN(C)C=O (DMF). Run at temperature 80 celsius, time 8 hour. Yields the product C1(=CC=CC=C1)C1=NC=CC(=C1)C=CC1=C(C=CC(=C1)OC)OC (2-phenyl-4-(2,5-dimethoxystyryl)pyridine). Isolated yield 38.6%. RXN SMILES: Cl.[C:2]1([C:8]2[CH:13]=[C:12]([CH3:14])[CH:11]=[CH:10][N:9]=2)[CH:7]=[CH:6][CH:5]=[CH:4][CH:3]=1.[CH3:15][O:16][C:17]1[CH:24]=[CH:23][C:22]([O:25][CH3:26])=[CH:21][C:18]=1[CH:19]=O.CC([O-])(C)C.[K+]>CN(C=O)C>[C:2]1([C:8]2[CH:13]=[C:12]([CH:14]=[CH:19][C:18]3[CH:21]=[C:22]([O:25][CH3:26])[CH:23]=[CH:24][C:17]=3[O:16][CH3:15])[CH:11]=[CH:10][N:9]=2)[CH:7]=[CH:6][CH:5]=[CH:4][CH:3]=1 |f:0.1,3.4|. Reported procedure: To a mixture of 2-phenyl-4-methylpyridine hydrochloride (1 g, 4.9 mmol) and 2,5-dimethoxybenzaldehyde (1.2 g, 7.3 mmol) in anhydrous DMF (40 ml), solid t-BuOK (2 g, 18 mmol) was added. The resulting mixture was stirred overnight at 80° C. under nitrogen. After evaporating DMF, Et2O was added thereto and the precipitate was filtered and washed with water. The solid was purified by column chromatography (SiO2, CH2Cl2/MeOH, 99/1) to afford 0.6 g (39%) of the desired compound as a yellow solid. Reactants: CC1=C(C(CCC1)=O)C=CC#CC1=CC=C(C(=O)OCC[Si](C)(C)C)C=C1 ((trimethylsilyl)ethyl 4-(4-(2-methyl-6-oxocyclohex-1-enyl)but-3-en-1-ynyl)benzoate), CC1=C(C(CCC1)=O)C=CC#CC1=CC=C(C(=O)OCC[Si](C)(C)C)C=C1 ((trimethylsilyl)ethyl 4-(4-(2-methyl-6-oxocyclohex-1-enyl)but-3-en-1-ynyl)benzoate), Cl[Si](C)(C)C (chlorotrimethylsilane), solution, C[Li] (methyllithium), CN(P(=O)(N(C)C)N(C)C)C (hexamethylphosphoramide). The reagents and catalysts are CSC.[Cu]Br (copper (I) bromide-dimethyl sulfide). Solvent: C1CCOC1 (THF), CCOCC (ether), N1=CC=CC=C1 (pyridine), C1CCOC1 (THF). Reaction conditions: temperature -40 celsius, time 30 minute. The product is CC1(C(C(CCC1)=O)/C=C/C#CC1=CC=C(C(=O)OCC[Si](C)(C)C)C=C1)C ((Trimethylsilyl)ethyl (±)-(E)-4-(4-(2,2-dimethyl-6-oxocyclohexyl)but-3-en-1-yn-yl)benzoate). RXN SMILES: C[Li].CN(C)P(N(C)C)(N(C)C)=O.[CH3:14][C:15]1[CH2:20][CH2:19][CH2:18][C:17](=[O:21])[C:16]=1[CH:22]=[CH:23][C:24]#[C:25][C:26]1[CH:40]=[CH:39][C:29]([C:30]([O:32][CH2:33][CH2:34][Si:35]([CH3:38])([CH3:37])[CH3:36])=[O:31])=[CH:28][CH:27]=1.Cl[Si](C)(C)[CH3:43]>CSC.[Cu]Br.CCOCC.N1C=CC=CC=1.C1COCC1>[CH3:14][C:15]1([CH3:43])[CH2:20][CH2:19][CH2:18][C:17](=[O:21])[CH:16]1/[CH:22]=[CH:23]/[C:24]#[C:25][C:26]1[CH:27]=[CH:28][C:29]([C:30]([O:32][CH2:33][CH2:34][Si:35]([CH3:36])([CH3:38])[CH3:37])=[O:31])=[CH:39][CH:40]=1 |f:4.5|. Procedure: A 1.3 M solution of methyllithium (3.8 mL, 5.26 mmol) was added to a stirring suspension of copper (I) bromide-dimethyl sulfide (541 mg, 2.63 mmol) and 10 mL of THF at −78° C. The solution was warmed to −40° C. over 30 minutes and then re-cooled to −78° C. Freshly distilled hexamethylphosphoramide (0.685 mL, 3.94 mmol) was added, and the solution was stirred at −78° C. for 30 minutes. A solution of (trimethylsilyl)ethyl 4-(4-(2-methyl-6-oxocyclohex-1-enyl)but-3-en-1-ynyl)benzoate (Compound D, 50...